This data is from the Open Reaction Database (ORD), a public repository of structured organic reaction records. The task is: describe an organic reaction: reactants, conditions, products, and yield Starting materials: BrC1=CC=C2CC(CC2=C1)N(CCC)CCC ((6-bromo-indan-2-yl)-dipropyl-amine), CN(C)C=O (DMF), [Li]C(C)(C)C (t-BuLi), CCCCC (pentane). Run in C(C)OCC (diethyl ether). Run at temperature -78 celsius, time 1 hour. Product: C(CC)N(C1CC2=CC=C(C=C2C1)C=O)CCC (2-Dipropylamino-indan-5-carbaldehyde). RXN SMILES: Br[C:2]1[CH:10]=[C:9]2[C:5]([CH2:6][CH:7]([N:11]([CH2:15][CH2:16][CH3:17])[CH2:12][CH2:13][CH3:14])[CH2:8]2)=[CH:4][CH:3]=1.[Li]C(C)(C)C.CCCCC.CN([CH:31]=[O:32])C>C(OCC)C>[CH2:12]([N:11]([CH2:15][CH2:16][CH3:17])[CH:7]1[CH2:8][C:9]2[C:5](=[CH:4][CH:3]=[C:2]([CH:31]=[O:32])[CH:10]=2)[CH2:6]1)[CH2:13][CH3:14]. Procedure: Distilled (6-bromo-indan-2-yl)-dipropyl-amine (Example 11, 270 mg, 0.91 mmol) was dissolved in dry diethyl ether (20 mL). The solution was kept under argon and cooled to -78° C. A solution of t-BuLi in pentane 1.7M (0.7 mL, 1.20 mmol) was added and the mixture was stired at -78° C. for 1 h. Freshly distilled DMF (0.12 mL, 1.55 mmol) was added at -78° C. and the mixture was stirred at this temperature for 30 min. The reaction mixture was allowed to reach room temperature and stirred for additiona... Starting materials: COc1ccc(N)cc1OC, CC(=O)O, CCn1c(=O)c(-c2c(Cl)cccc2Cl)cc2cnc(S(C)(=O)=O)nc21, O. The product is CCn1c(=O)c(-c2c(Cl)cccc2Cl)cc2cnc(Nc3ccc(OC)c(OC)c3)nc21. Reaction SMILES: [CH3:26][O:27][c:28]1[cH:29][c:30]([NH2:31])[cH:32][cH:33][c:34]1[O:35][CH3:36].[CH3:37][C:38](=[O:39])[OH:40].[Cl:1][c:2]1[c:3](-[c:9]2[cH:10][c:11]3[c:12]([n:13][c:14]([S:17]([CH3:18])(=[O:19])=[O:20])[n:15][cH:16]3)[n:21]([CH2:24][CH3:25])[c:22]2=[O:23])[c:4]([Cl:8])[cH:5][cH:6][cH:7]1.[OH2:41]>>[Cl:1][c:2]1[c:3](-[c:9]2[cH:10][c:11]3[c:12]([n:13][c:14]([NH:31][c:30]4[cH:29][c:28]([O:27][CH3:26])[c:34]([O:35][CH3:36])[cH:33][cH:32]4)[n:15][cH:16]3)[n:21]([CH2:24][CH3:25])[c:22]2=[O:23])[c:4]([Cl:8])[cH:5][cH:6][cH:7]1. The reactants are C1COCCO1, CC(O)c1cncn1C1c2ccccc2C(=O)OC1(C)C. Reaction SMILES: [O:22]1[CH2:23][CH2:24][O:25][CH2:26][CH2:27]1.[OH:1][CH:2]([CH3:3])[c:4]1[cH:5][n:6][cH:7][n:8]1[CH:9]1[C:10]([CH3:20])([CH3:21])[O:11][C:12](=[O:19])[c:13]2[cH:14][cH:15][cH:16][cH:17][c:18]21>>[O:1]=[C:2]([CH3:3])[c:4]1[cH:5][n:6][cH:7][n:8]1[CH:9]1[C:10]([CH3:20])([CH3:21])[O:11][C:12](=[O:19])[c:13]2[cH:14][cH:15][cH:16][cH:17][c:18]21. Product: CC(=O)c1cncn1C1c2ccccc2C(=O)OC1(C)C.